From a dataset of the Open Reaction Database (ORD), a public repository of structured organic reaction records. describe an organic reaction: reactants, conditions, products, and yield Starting materials: C1CCOC1, CN1CCN(c2ccc(N)cc2)CC1, CCn1nc(C)cc1C(=O)Nc1cccc(C(=O)c2ccc3c(c2)C(=CO)C(=O)N3)c1. The product is CCn1nc(C)cc1C(=O)Nc1cccc(C(=O)c2ccc3c(c2)C(=CNc2ccc(N4CCN(C)CC4)cc2)C(=O)N3)c1. As a reaction SMILES: [CH2:46]1[O:47][CH2:48][CH2:49][CH2:50]1.[CH3:32][N:33]1[CH2:34][CH2:35][N:36]([c:39]2[cH:40][cH:41][c:42]([NH2:45])[cH:43][cH:44]2)[CH2:37][CH2:38]1.[OH:1][CH:2]=[C:3]1[C:4](=[O:31])[NH:5][c:6]2[cH:7][cH:8][c:9]([C:12](=[O:13])[c:14]3[cH:15][c:16]([NH:20][C:21](=[O:22])[c:23]4[n:24]([CH2:29][CH3:30])[n:25][c:26]([CH3:28])[cH:27]4)[cH:17][cH:18][cH:19]3)[cH:10][c:11]21>>[CH:2](=[C:3]1[C:4](=[O:31])[NH:5][c:6]2[cH:7][cH:8][c:9]([C:12](=[O:13])[c:14]3[cH:15][c:16]([NH:20][C:21](=[O:22])[c:23]4[n:24]([CH2:29][CH3:30])[n:25][c:26]([CH3:28])[cH:27]4)[cH:17][cH:18][cH:19]3)[cH:10][c:11]21)[NH:45][c:42]1[cH:41][cH:40][c:39]([N:36]2[CH2:35][CH2:34][N:33]([CH3:32])[CH2:38][CH2:37]2)[cH:44][cH:43]1. Reactants: O1C=C(C=C1)C1(C(OC2=C1C(=C(C(=C2C)C)N2CCN(CC2)C2=CC=C(C=C2)OC)C)(C)C)O (1-(3-(3-furyl)-3-hydroxy-2,2,4,6,7-pentamethyl-2,3-dihydro-1-benzofuran-5-yl)-4-(4-methoxyphenyl)piperazine). Solvent: CO (methanol). Product: O1C=C(C=C1)C1C(OC2=C1C(=C(C(=C2C)C)N2CCN(CC2)C2=CC=C(C=C2)OC)C)(C)C (1-(3-(3-furyl)-2,2,4,6,7-pentamethyl-2,3-dihydro-1-benzofuran-5-yl)-4-(4-methoxyphenyl)piperazine). Yield: 72.0%. As a reaction SMILES: [O:1]1[CH:5]=[CH:4][C:3]([C:6]2(O)[C:10]3[C:11]([CH3:31])=[C:12]([N:17]4[CH2:22][CH2:21][N:20]([C:23]5[CH:28]=[CH:27][C:26]([O:29][CH3:30])=[CH:25][CH:24]=5)[CH2:19][CH2:18]4)[C:13]([CH3:16])=[C:14]([CH3:15])[C:9]=3[O:8][C:7]2([CH3:33])[CH3:32])=[CH:2]1>CO>[O:1]1[CH:5]=[CH:4][C:3]([CH:6]2[C:10]3[C:11]([CH3:31])=[C:12]([N:17]4[CH2:18][CH2:19][N:20]([C:23]5[CH:28]=[CH:27][C:26]([O:29][CH3:30])=[CH:25][CH:24]=5)[CH2:21][CH2:22]4)[C:13]([CH3:16])=[C:14]([CH3:15])[C:9]=3[O:8][C:7]2([CH3:33])[CH3:32])=[CH:2]1. Procedure details: Using 1-(3-(3-furyl)-3-hydroxy-2,2,4,6,7-pentamethyl-2,3-dihydro-1-benzofuran-5-yl)-4-(4-methoxyphenyl)piperazine obtained in Example 37, the title compound was synthesized in the same manner as in Example 46. Yield 72%. mp. 110–113° C. (methanol). Reactants: COC(=O)Cc1cc(C(=O)c2ccc3cc(-c4ccccc4)n(CCCCN4C(=O)c5ccccc5C4=O)c3c2)sc1Br, CCOCC, ClCCl, F[n+]1ccccc1, O=S(=O)([O-])C(F)(F)F. Product: COC(=O)Cc1cc(C(=O)c2ccc3c(F)c(-c4ccccc4)n(CCCCN4C(=O)c5ccccc5C4=O)c3c2)sc1Br. As a reaction SMILES: [Br:1][c:2]1[s:3][c:4]([C:12](=[O:13])[c:14]2[cH:15][cH:16][c:17]3[cH:18][c:19](-[c:38]4[cH:39][cH:40][cH:41][cH:42][cH:43]4)[n:20]([CH2:23][CH2:24][CH2:25][CH2:26][N:27]4[C:28](=[O:37])[c:29]5[cH:30][cH:31][cH:32][cH:33][c:34]5[C:35]4=[O:36])[c:21]3[cH:22]2)[cH:5][c:6]1[CH2:7][C:8](=[O:9])[O:10][CH3:11].[CH3:62][CH2:63][O:64][CH2:65][CH3:66].[Cl:59][CH2:60][Cl:61].[F:52][n+:53]1[cH:54][cH:55][cH:56][cH:57][cH:58]1.[S:44]([O-:45])([C:46]([F:47])([F:48])[F:49])(=[O:50])=[O:51]>>[Br:1][c:2]1[s:3][c:4]([C:12](=[O:13])[c:14]2[cH:15][cH:16][c:17]3[c:18]([F:48])[c:19](-[c:38]4[cH:39][cH:40][cH:41][cH:42][cH:43]4)[n:20]([CH2:23][CH2:24][CH2:25][CH2:26][N:27]4[C:28](=[O:37])[c:29]5[cH:30][cH:31][cH:32][cH:33][c:34]5[C:35]4=[O:36])[c:21]3[cH:22]2)[cH:5][c:6]1[CH2:7][C:8](=[O:9])[O:10][CH3:11]. Starting materials: [Al+3], CON(C)C(=O)C1CCCC1c1cn(C)c2ccc(C#N)cc12, [H-], [H-], [H-], [H-], [H-], CI, [Li+], [Na+], C1CCOC1. Yields the product Cn1cc(C2CCCC2C=O)c2cc(C#N)ccc21. As a reaction SMILES: [Al+3:29].[CH3:1][O:2][N:3]([C:4](=[O:5])[CH:6]1[CH:7]([c:11]2[cH:12][n:13]([CH3:22])[c:14]3[cH:15][cH:16][c:17]([C:20]#[N:21])[cH:18][c:19]23)[CH2:8][CH2:9][CH2:10]1)[CH3:23].[H-:24].[H-:28].[H-:31].[H-:32].[H-:33].[I:26][CH3:27].[Li+:30].[Na+:25].[O:34]1[CH2:35][CH2:36][CH2:37][CH2:38]1>>[CH:4](=[O:5])[CH:6]1[CH:7]([c:11]2[cH:12][n:13]([CH3:22])[c:14]3[cH:15][cH:16][c:17]([C:20]#[N:21])[cH:18][c:19]23)[CH2:8][CH2:9][CH2:10]1. Starting materials: [Cl-].[NH4+] (ammonium chloride), C1(=CC=CC=C1)C1=NOC(=C1)C=O (3-phenyl-isoxazole-5-aldehyde), [Mg] (magnesium), BrC(C)=CC (2-bromo-2-butene). Run in O1CCCC1 (tetrahydrofuran), O1CCCC1 (tetrahydrofuran), O (Water). Product: C1(=CC=CC=C1)C1=NOC(=C1)C(C(=CC)C)O (3-Phenyl-5-(1-hydroxy-2-methyl-2-butenyl)isoxazole). As a reaction SMILES: [C:1]1([C:7]2[CH:11]=[C:10]([CH:12]=[O:13])[O:9][N:8]=2)[CH:6]=[CH:5][CH:4]=[CH:3][CH:2]=1.[Mg].Br[C:16](=[CH:18][CH3:19])[CH3:17].[Cl-].[NH4+]>O1CCCC1.O>[C:1]1([C:7]2[CH:11]=[C:10]([CH:12]([OH:13])[C:16]([CH3:17])=[CH:18][CH3:19])[O:9][N:8]=2)[CH:2]=[CH:3][CH:4]=[CH:5][CH:6]=1 |f:3.4|. Procedure details: To a solution of 5.0 g (28.9 mmol) of 3-phenyl-isoxazole-5-aldehyde in 40 ml of tetrahydrofuran, was added dropwise at -30° C. a solution of 1.5 g of metallic magnesium and 10.1 g (74.8 mmol) of 2-bromo-2-butene in 80 ml of tetrahydrofuran. After they were reacted at the same temperature for 30 minutes, the temperature of the reaction mixture was allowed to rise to room temperature and a saturated aqueous solution of ammonium chloride was added to terminate the reaction. Water was added, followe...